From a dataset of the Open Reaction Database (ORD), a public repository of structured organic reaction records. describe an organic reaction: reactants, conditions, products, and yield The reactants are O=c1[nH]ncc2cc(Br)ccc12, CS(C)=O, CC(C)N(CCCl)C(C)C, Cl, [K+], [OH-], O. RXN SMILES: [Br:1][c:2]1[cH:3][c:4]2[cH:5][n:6][nH:7][c:8](=[O:12])[c:9]2[cH:10][cH:11]1.[CH3:27][S:28]([CH3:29])=[O:30].[CH:16]([CH3:17])([CH3:18])[N:19]([CH2:20][CH2:21][Cl:22])[CH:23]([CH3:24])[CH3:25].[ClH:15].[K+:14].[OH-:13].[OH2:26]>>[Br:1][c:2]1[cH:3][c:4]2[cH:5][n:6][n:7]([CH2:21][CH2:20][N:19]([CH:16]([CH3:17])[CH3:18])[CH:23]([CH3:24])[CH3:25])[c:8](=[O:12])[c:9]2[cH:10][cH:11]1. Product: CC(C)N(CCn1ncc2cc(Br)ccc2c1=O)C(C)C. Reactants: L-glutamic acid alpha tert-butyl-gamma benzyl diester hydrochloride, C(C)(C)NC(C)C (diisopropylamin), OC1=CC=CC=2NN=NC21 (hydroxybenzotriazol), O (water), COC(C)(C)OC (2,2-dimethoxypropane), Cl.CN(CCCN=C=NCC)C (N-(3-dimethylaminopropyl)-N′-ethylcarbodiimide hydrochloride), N=1NN=NC1CCCCCCCCCCCCCCCC(=O)O (16-(2H-Tetrazol-5-yl)hexadecanoic acid). Solvent: C(C)(=O)OCC (ethyl acetate), C(C)(=O)OCC (ethyl acetate), C1(=CC=CC=C1)C (toluene). Run at time 30 minute. Yields the product C(C)(C)(C)OC(C(CCC(=O)O)NC(CCCCCCCCCCCCCCCC=1N=NNN1)=O)=O (2-(16-2H-tetrazol-5-yl-hexadecanoylamino)pentanedioic acid 1-tert-butyl ester). Reaction SMILES: [N:1]1[NH:2][N:3]=[N:4][C:5]=1[CH2:6][CH2:7][CH2:8][CH2:9][CH2:10][CH2:11][CH2:12][CH2:13][CH2:14][CH2:15][CH2:16][CH2:17][CH2:18][CH2:19][CH2:20][C:21]([OH:23])=O.C[O:25][C:26]([O:29]C)([CH3:28])C.Cl.CN(C)[CH2:34][CH2:35][CH2:36]N=C=NCC.[OH:43][C:44]1[C:52]2[N:51]=NN[C:48]=2C=CC=1.[CH:53](NC(C)C)(C)C.[OH2:60]>C1(C)C=CC=CC=1.C(OCC)(=O)C>[C:35]([O:60][C:44](=[O:43])[CH:52]([NH:51][C:21](=[O:23])[CH2:20][CH2:19][CH2:18][CH2:17][CH2:16][CH2:15][CH2:14][CH2:13][CH2:12][CH2:11][CH2:10][CH2:9][CH2:8][CH2:7][CH2:6][C:5]1[N:1]=[N:2][NH:3][N:4]=1)[CH2:48][CH2:28][C:26]([OH:25])=[O:29])([CH3:36])([CH3:53])[CH3:34] |f:2.3|. Procedure details: 16-(2H-Tetrazol-5-yl)hexadecanoic acid (433 mg, 1.34 mmol) was heated in toluene (5 mL) and 2,2-dimethoxypropane (2 mL, 16 mmol) to reflux for to minutes. The solvent was removed in vacuo. Ethyl acetate (10 mL) was added, followed by N-(3-dimethylaminopropyl)-N′-ethylcarbodiimide hydrochloride (359 mg, 1.87 mmol) and 1 hydroxybenzotriazol (281 mg, 2 mmol). The reaction was stirred at room temperature for 30 min, and a mixture of L-glutamic acid alpha tert-butyl-gamma benzyl diester hydrochloride... The reactants are CCOC(=O)CC1CCC(c2ccccc2)=CC1=O, CCOC(C)=O. The product is CCOC(=O)CC1CCC(c2ccccc2)CC1=O. RXN SMILES: [C:1](=[O:2])([O:3][CH2:4][CH3:5])[CH2:6][CH:7]1[CH2:8][CH2:9][C:10]([c:14]2[cH:15][cH:16][cH:17][cH:18][cH:19]2)=[CH:11][C:12]1=[O:13].[CH3:20][CH2:21][O:22][C:23](=[O:24])[CH3:25]>>[C:1](=[O:2])([O:3][CH2:4][CH3:5])[CH2:6][CH:7]1[CH2:8][CH2:9][CH:10]([c:14]2[cH:15][cH:16][cH:17][cH:18][cH:19]2)[CH2:11][C:12]1=[O:13]. The reactants are ClCCl, C(=NC1CCCCC1)=NC1CCCCC1, CCCN(c1ccccc1)c1nc(C)nc(S)c1N, CCCN(CC(=O)O)c1ccccc1. The product is CCCN(CC(=O)Nc1c(S)nc(C)nc1N(CCC)c1ccccc1)c1ccccc1. Reaction SMILES: [CH2:49]([Cl:50])[Cl:51].[CH:34]1([N:35]=[C:36]=[N:37][CH:38]2[CH2:39][CH2:40][CH2:41][CH2:42][CH2:43]2)[CH2:44][CH2:45][CH2:46][CH2:47][CH2:48]1.[NH2:1][c:2]1[c:3]([SH:19])[n:4][c:5]([CH3:18])[n:6][c:7]1[N:8]([CH2:9][CH2:10][CH3:11])[c:12]1[cH:13][cH:14][cH:15][cH:16][cH:17]1.[c:20]1([N:26]([CH2:27][CH2:28][CH3:29])[CH2:30][C:31](=[O:32])[OH:33])[cH:21][cH:22][cH:23][cH:24][cH:25]1>>[NH:1]([c:2]1[c:3]([SH:19])[n:4][c:5]([CH3:18])[n:6][c:7]1[N:8]([CH2:9][CH2:10][CH3:11])[c:12]1[cH:13][cH:14][cH:15][cH:16][cH:17]1)[C:31]([CH2:30][N:26]([c:20]1[cH:21][cH:22][cH:23][cH:24][cH:25]1)[CH2:27][CH2:28][CH3:29])=[O:32]. The reactants are CC(C)(C)OC(=O)NC1CNC1, COC1=NC=CC(=C1)Br. The reagents and catalysts are CC(C)(C)[O-].[Na+], C1=CC=C(C=C1)P(C2=CC=CC=C2)C3=C(C4=CC=CC=C4C=C3)C5=C(C=CC6=CC=CC=C65)P(C7=CC=CC=C7)C8=CC=CC=C8, C1=CC=C(C=C1)/C=C/C(=O)/C=C/C2=CC=CC=C2.C1=CC=C(C=C1)/C=C/C(=O)/C=C/C2=CC=CC=C2.C1=CC=C(C=C1)/C=C/C(=O)/C=C/C2=CC=CC=C2.[Pd].[Pd]. Run in CC1=CC=CC=C1. Reaction conditions: temperature 70 celsius. Product: CC(C)(C)OC(=O)NC1CN(C1)C2=CC(=NC=C2)OC. Yield: 100.3%. Procedure: A mixture of all the reactants in toluene was heated in a sealed vial at 70 °C overnight. According to LC-MS the reaction was completed and the product had been formed.  Toluene was removed, water was added and the product was extracted with DCM. The organic phase was dried through phase separator and concentrated. The crude was used without further purification in the next step, EN01762-02. Starting materials: C(C)(=O)NC1=NC=C(C=C1)N (2-acetamido-5-aminopyridine), C(C)OC(C(C#N)=COCC)=O (ethyl(ethoxymethylene)cyanoacetate). Solvent: C1(=CC=CC=C1)C (toluene). Run at temperature 257.5 celsius. The product is C(C)(=O)NC=1N=C2C(=C(C=NC2=CC1)C#N)O (6-Acetamido-4-hydroxyl-[1.5]naphthyridine-3-carbonitrile). RXN SMILES: [C:1]([NH:4][C:5]1[CH:10]=[CH:9][C:8]([NH2:11])=[CH:7][N:6]=1)(=[O:3])[CH3:2].C([O:14][C:15](=O)[C:16](=[CH:19]OCC)[C:17]#[N:18])C>C1(C)C=CC=CC=1>[C:1]([NH:4][C:5]1[N:6]=[C:7]2[C:8](=[CH:9][CH:10]=1)[N:11]=[CH:19][C:16]([C:17]#[N:18])=[C:15]2[OH:14])(=[O:3])[CH3:2]. Procedure: A solution of 2-acetamido-5-aminopyridine (1.6 g, 10.7 mmol) and ethyl(ethoxymethylene)cyanoacetate (3.6 g, 21.3 mmol) in toluene (50 ml) was heated at reflux for 10 hrs under argon. After cooling, the white solid was collected and dried. A solution of this solid in Dowtherm (250 ml) was heated at 255-260° C. for 6 hrs under nitrogen. During this process, ethanol was distilled off. The mixture was heated at 260° C. for an additional 5 hrs. After cooling, the mixture was poured in hexane. The sol... Starting materials: mixture, C(C)(C)(C)C=1C(C(C=C(C1)C(C)(C)C)=CC1=CC(=C(C=C1)C)C)=O (2,4-di-tert-butyl-6-(3,4-dimethyl-benzylidene)-cyclohexa-2,4-dienone), C(C)(C)(C)C=1C(C(C=C(C1)C(C)(C)C)=CC1=CC(=C(C=C1)C)C)=O (2,4-di-tert-butyl-6-(3,4-dimethyl-benzylidene)-cyclohexa-2,4-dienone), compound ( 401 ), FC(C(=O)O)(F)F (trifluoroacetic acid). Reagents/catalysts: [Pd].C1(=CC=CC=C1)P(C1=CC=CC=C1)C1=CC=CC=C1.C1(=CC=CC=C1)P(C1=CC=CC=C1)C1=CC=CC=C1.C1(=CC=CC=C1)P(C1=CC=CC=C1)C1=CC=CC=C1.C1(=CC=CC=C1)P(C1=CC=CC=C1)C1=CC=CC=C1 (tetrakis(triphenylphosphine)-palladium(0)). Solvent: C1(=CC=CC=C1)C (toluene). Run at temperature 80 celsius. Yields the product C(C)(C)(C)C=1C=C(C2=C(C(C(O2)=O)C2=CC(=C(C=C2)C)C)C1)C(C)(C)C (5,7-di-tert-butyl-3-(3,4-dimethyl-phenyl)-3H-benzofuran-2-one). The yield is 66.0%. Reaction SMILES: [C:1]([C:5]1[C:6](=[O:24])[C:7](=[CH:15][C:16]2[CH:21]=[CH:20][C:19]([CH3:22])=[C:18]([CH3:23])[CH:17]=2)[CH:8]=[C:9]([C:11]([CH3:14])([CH3:13])[CH3:12])[CH:10]=1)([CH3:4])([CH3:3])[CH3:2].FC(F)(F)[C:27](O)=[O:28]>C1(C)C=CC=CC=1.[Pd].C1(P(C2C=CC=CC=2)C2C=CC=CC=2)C=CC=CC=1.C1(P(C2C=CC=CC=2)C2C=CC=CC=2)C=CC=CC=1.C1(P(C2C=CC=CC=2)C2C=CC=CC=2)C=CC=CC=1.C1(P(C2C=CC=CC=2)C2C=CC=CC=2)C=CC=CC=1>[C:11]([C:9]1[CH:10]=[C:5]([C:1]([CH3:2])([CH3:3])[CH3:4])[C:6]2[O:24][C:27](=[O:28])[CH:15]([C:16]3[CH:21]=[CH:20][C:19]([CH3:22])=[C:18]([CH3:23])[CH:17]=3)[C:7]=2[CH:8]=1)([CH3:14])([CH3:13])[CH3:12] |f:3.4.5.6.7|. Procedure details: A solution of 645 mg (2.0 mmol) of a mixture of 2,4-di-tert-butyl-6-(3,4-dimethyl-benzylidene)-cyclohexa-2,4-dieone (compound (301), Table 3) and the corresponding dimer (compound (401), Table 4), prepared according to Example 1b in 7 ml of toluene is degassed using argon and then 58 mg (0.05 mmol) of tetrakis(triphenylphosphine)-palladium(0) and 23 mg (0.20 mmol) of trifluoroacetic acid are added. The autoclave is flushed with carbon monoxide and sealed, and a carbon monoxide pressure of 5 bar ... Starting materials: C1(=CC=CC=C1)O (phenol), C=CC1=CC=CC=C1 (styrene), C1(=CC=C(C=C1)S(=O)(=O)O)C (paratoluene sulphonic acid), C1(=CC=CC=C1)O (phenol), C([O-])([O-])=O.[Na+].[Na+] (sodium carbonate). Reaction conditions: time 15 minute. The product is C=CC1=CC(=C(C=C1)O)C=C (Styrenated Phenol). As a reaction SMILES: [C:1]1([OH:7])[CH:6]=[CH:5][CH:4]=[CH:3][CH:2]=1.[CH2:8]=[CH:9]C1C=CC=CC=1.[C:16]1(C)C=CC(S(O)(=O)=O)=C[CH:17]=1.C(=O)([O-])[O-].[Na+].[Na+]>>[CH2:8]=[CH:9][C:4]1[CH:5]=[CH:6][C:1]([OH:7])=[C:2]([CH:16]=[CH2:17])[CH:3]=1 |f:3.4.5|. Procedure: 1 mol of phenol was reacted with 2.2 moles of styrene in the presence of 0.5% of paratoluene sulphonic acid based on the phenol, until the temperature rose to 135° C. The reactants were held at this temperature for 15 minutes, then neutralized with sodium carbonate solution, washed with twice the phenol weight of water; half the phenol weight of toluene was added, the mix agitated, and then allowed to settle. The top water layer was drawn off, the toluene was distilled off, and the product filte...